From a dataset of the Open Reaction Database (ORD), a public repository of structured organic reaction records. describe an organic reaction: reactants, conditions, products, and yield The reactants are FC1=CC2=C(C(NS2(=O)=O)C2=C(N(C3=CC=CC=C23)CC(=O)O)C)C=C1 ([3-(6-Fluoro-1,1-dioxo-2,3-dihydro-1H-1λ6-benzo[d]isothiazol-3-yl)-2-methyl-indol-1-yl]-acetic acid), ClCC=1C(=NOC1C)C (chloromethyl-3,5-dimethyl-isoxazole). Yields the product CC1=NOC(=C1CN1S(C2=C(C1C1=C(N(C3=CC=CC=C13)CC(=O)O)C)C=CC(=C2)F)(=O)=O)C ({3-[2-(3,5-Dimethyl-isoxazol-4-ylmethyl)-6-fluoro-1,1-dioxo-2,3-dihydro-1H-1λ6-benzo[d]isothiazol-3-yl]-2-methyl-indol-1-yl}-acetic acid). As a reaction SMILES: [F:1][C:2]1[CH:26]=[CH:25][C:5]2[CH:6]([C:11]3[C:19]4[C:14](=[CH:15][CH:16]=[CH:17][CH:18]=4)[N:13]([CH2:20][C:21]([OH:23])=[O:22])[C:12]=3[CH3:24])[NH:7][S:8](=[O:10])(=[O:9])[C:4]=2[CH:3]=1.Cl[CH2:28][C:29]1[C:30]([CH3:35])=[N:31][O:32][C:33]=1[CH3:34]>>[CH3:35][C:30]1[C:29]([CH2:28][N:7]2[CH:6]([C:11]3[C:19]4[C:14](=[CH:15][CH:16]=[CH:17][CH:18]=4)[N:13]([CH2:20][C:21]([OH:23])=[O:22])[C:12]=3[CH3:24])[C:5]3[CH:25]=[CH:26][C:2]([F:1])=[CH:3][C:4]=3[S:8]2(=[O:10])=[O:9])=[C:33]([CH3:34])[O:32][N:31]=1. Procedure: The title compound was prepared by the method described for example 14 using the product from example 13, step e) and chloromethyl-3,5-dimethyl-isoxazole. 1H NMR (DMSO-d6) δ 13.1 (bs, 1H), 7-99 (dd, J=2.4, 7.5 Hz, 1H), 7.47 (dt, J=2.1, 8.8 Hz, 1H), 7.14-6.74 (m, 4H), 5.93 (s, 1H), 5.01 (s, 2H), 4.02 (d, J=15 Hz, 1H), 3.98 (d, 1H, J=15 Hz, 1H), 2.40 (s, 3H), 2.04 (s, 3H), 1.71 (s, 3H); MS: ESI (negative): 482 (M−H). The reactants are CCCCCC (hexane), C(C)(C)(C)OC(OC(C)(C)C)=O (di t-butylcarbonate), CCCCCC (hexane), NC1=NC=CC=C1C (2-amino-3-methylpyridine). Run in C(C)(=O)OCC (ethyl acetate). Run at temperature 80 celsius. The product is CC=1C(=NC=CC1)NC(OC(C)(C)C)=O (tert-Butyl (3-methylpyridin-2-yl)carbamate). Yield: 64.3%. RXN SMILES: C(O[C:6](=[O:12])[O:7][C:8]([CH3:11])([CH3:10])[CH3:9])(C)(C)C.CCCCCC.[NH2:19][C:20]1[C:25]([CH3:26])=[CH:24][CH:23]=[CH:22][N:21]=1>C(OCC)(=O)C>[CH3:26][C:25]1[C:20]([NH:19][C:6](=[O:12])[O:7][C:8]([CH3:9])([CH3:10])[CH3:11])=[N:21][CH:22]=[CH:23][CH:24]=1. Procedure details: To di t-butylcarbonate (32.29 g, 147.95 mmol) was added hexane (35 ml) and the solution was refluxed under heating at 80° C. Under refluxing, 2-amino-3-methylpyridine (10.00 g, 92.47 mmol) in ethyl acetate (10 ml) was dropped in a period of 15 minutes. After the mixture was refluxed for 2 hours and cooled to room temperature, thereto was added hexane (20 ml). The resulting crystals were filtered and dried in vacuo to give the subject compound (12.39 g, 64%). The reactants are C1OC=2C=C(C=CC2OC1)NC1=NC(=NC=C1F)NC1=CC(=CC=C1)O (N4-(3,4-ethylenedioxyphenyl)-5-fluoro-N2-(3-hydroxyphenyl)-2,4-pyrimidinediamine), 2-chloro-5-fluoro-N4-(3hydroxyphenyl)-4-pyrimidinediamine, S1C=C(C2=C1C=CC=C2)CN (benzothiophen-3-ylmethylamine). Product: S1C=C(C2=C1C=CC=C2)CNC2=NC=C(C(=N2)NC2=CC(=CC=C2)O)F (N2-(benzothiophen-3-ylmethyl)-5-fluoro-N4-(3-hydroxyphenyl)-2,4-pyrimidinediamine). The yield is 53.0%. Reaction SMILES: C1CO[C:8]2[CH:7]=[CH:6][C:5]([NH:11][C:12]3[C:17]([F:18])=[CH:16][N:15]=[C:14]([NH:19][C:20]4[CH:25]=[CH:24][CH:23]=[C:22](O)[CH:21]=4)[N:13]=3)=[CH:4][C:3]=2[O:2]1.[S:27]1[C:31]2C=CC=CC=2[C:29](CN)=[CH:28]1>>[S:27]1[C:28]2[CH:29]=[CH:21][CH:22]=[CH:23][C:24]=2[C:25]([CH2:20][NH:19][C:14]2[N:13]=[C:12]([NH:11][C:5]3[CH:6]=[CH:7][CH:8]=[C:3]([OH:2])[CH:4]=3)[C:17]([F:18])=[CH:16][N:15]=2)=[CH:31]1. Reported procedure: In a manner analogous to the preparation of N4-(3,4-ethylenedioxyphenyl)-5-fluoro-N2-(3-hydroxyphenyl)-2,4-pyrimidinediamine, the reaction of 2-chloro-5-fluoro-N4-(3hydroxyphenyl)-4-pyrimidinediamine (50 mg, 0.21 mmol) and benzothiophen-3-ylmethylamine (100 mg, 0.61 mmol) gave N2-(benzothiophen-3-ylmethyl)-5-fluoro-N4-(3-hydroxyphenyl)-2,4-pyrimidinediamine (40 mg, 53%). 1H NMR (CDCl3): δ 4.82 (d, J=6.0 Hz, 2H), 6.45 (dd, J=8.1 Hz, 1H), 6.70 (m, 1H), 6.80 (d, J=8.4 Hz, 1H), 7.03 (t, J=8.1 Hz, 1H... The reactants are [OH-].[Li+] (lithium hydroxide), aqueous solution, C(C)OC(=O)[C@@H]1CN(CC[C@H]1NC(=O)OCC1=CC=CC=C1)C(=O)OC(C)(C)C ((3R,4R)-4-benzyloxycarbonylamino-piperidine-1,3-dicarboxylic acid 1-tert-butyl ester 3-ethyl ester). The solvent is O1CCCC1 (tetrahydrofuran). Run at time 68 hour. Yields the product C(C)(C)(C)OC(=O)N1C[C@H]([C@@H](CC1)NC(=O)OCC1=CC=CC=C1)C(=O)O ((3R,4R)-4-benzyloxycarbonylamino-piperidine-1,3-dicarboxylic acid 1-tert-butyl ester). Isolated yield 112.1%. As a reaction SMILES: C([O:3][C:4]([C@H:6]1[C@H:11]([NH:12][C:13]([O:15][CH2:16][C:17]2[CH:22]=[CH:21][CH:20]=[CH:19][CH:18]=2)=[O:14])[CH2:10][CH2:9][N:8]([C:23]([O:25][C:26]([CH3:29])([CH3:28])[CH3:27])=[O:24])[CH2:7]1)=[O:5])C.[OH-].[Li+]>O1CCCC1>[C:26]([O:25][C:23]([N:8]1[CH2:9][CH2:10][C@@H:11]([NH:12][C:13]([O:15][CH2:16][C:17]2[CH:22]=[CH:21][CH:20]=[CH:19][CH:18]=2)=[O:14])[C@H:6]([C:4]([OH:5])=[O:3])[CH2:7]1)=[O:24])([CH3:29])([CH3:27])[CH3:28] |f:1.2|. Procedure details: In a flask (3R,4R)-4-benzyloxycarbonylamino-piperidine-1,3-dicarboxylic acid 1-tert-butyl ester 3-ethyl ester (2.98 g, 7.33 mmol) was dissolved in tetrahydrofuran (120 mL) and lithium hydroxide (15 mL of a 1N aqueous solution, 15 mmol) was added. The mixture was stirred for 68 hours. The reaction was concentrated in vacuo to one-third the original volume. Water (50 mL) and diethyl ether (50 mL) were added and the layers separated. The aqueous layer was extracted with diethyl ether twice (30 mL).... Reactants: solution, ClCCl.CC(=O)C (dichloromethane acetone), C(=O)(O)[O-].[Na+] (NaHCO3), saturated aqueous solution, C(C1=CC=CC=C1)OCCCC=1N=C(SC1COC1=CC(=C(C=C1)C1=NOC(N1)=O)F)C1=CC=C(C=C1)C(F)(F)F (3-{4-[4-(3-benzyloxy-propyl)-2-(4-trifluoromethyl-phenyl)-thiazol-5-ylmethoxy]-2-fluoro-phenyl}-4H-[1,2,4]oxadiazol-5-one), solution, B(Br)(Br)Br (boron tribromide), B(Br)(Br)Br (boron tribromide). Run in CO (methanol), ClCCl (dichloromethane), ClCCl (dichloromethane), ClCCl (dichloromethane). Conditions: time 1 hour. Yields the product FC1=C(C=CC(=C1)OCC1=C(N=C(S1)C1=CC=C(C=C1)C(F)(F)F)CCCO)C1=NOC(N1)=O (3-{2-Fluoro-4-[4-(3-hydroxy-propyl)-2-(4-trifluoromethyl-phenyl)-thiazol-5-ylmethoxy]-phenyl}-4H-[1,2,4]oxadiazol-5-one). RXN SMILES: C([O:8][CH2:9][CH2:10][CH2:11][C:12]1[N:13]=[C:14]([C:32]2[CH:37]=[CH:36][C:35]([C:38]([F:41])([F:40])[F:39])=[CH:34][CH:33]=2)[S:15][C:16]=1[CH2:17][O:18][C:19]1[CH:24]=[CH:23][C:22]([C:25]2[NH:29][C:28](=[O:30])[O:27][N:26]=2)=[C:21]([F:31])[CH:20]=1)C1C=CC=CC=1.B(Br)(Br)Br.ClCCl.CC(C)=O.C([O-])(O)=O.[Na+]>ClCCl.CO>[F:31][C:21]1[CH:20]=[C:19]([O:18][CH2:17][C:16]2[S:15][C:14]([C:32]3[CH:37]=[CH:36][C:35]([C:38]([F:40])([F:41])[F:39])=[CH:34][CH:33]=3)=[N:13][C:12]=2[CH2:11][CH2:10][CH2:9][OH:8])[CH:24]=[CH:23][C:22]=1[C:25]1[NH:29][C:28](=[O:30])[O:27][N:26]=1 |f:2.3,4.5|. Procedure details: To a stirred solution of 100 mg of 3-{4-[4-(3-benzyloxy-propyl)-2-(4-trifluoromethyl-phenyl)-thiazol-5-ylmethoxy]-2-fluoro-phenyl}-4H-[1,2,4]oxadiazol-5-one in 3 mL of dichloromethane at −70° C. was added 0.34 mL of a 1M solution of boron tribromide in dichloromethane. After 1 h at −60° C., TLC monitoring (dichloromethane/acetone 8/2) showed remaining starting material so 1 mL of a 1M solution of boron tribromide in dichloromethane was added. After 10 min, the reaction mixture was poured into 30... The reactants are C(C)(=O)C=1SC(=CC1)Cl (2-acetyl-5-chlorothiophene), C=1C=CC2=C(C1)N=NN2O (HOBt), Cl.NCC(=O)N1CCC(CC1)OC1=CC(=CC=C1)C(F)(F)F (2-amino-1-[4-(3-trifluoromethyl-phenoxy)-piperidin-1-yl]-ethanone hydrochloride), CCN(C(C)C)C(C)C (DIPEA), ClC1=CC=C(S1)C1=CC(=NN1)C(=O)O (5-(5-chloro-thiophen-2-yl)-1H-pyrazole-3-carboxylic acid), Intermediate 29, CCN=C=NCCCN(C)C.Cl (EDCI.HCl). The solvent is CN(C)C=O (DMF), O (water). Conditions: time 8 hour. The product is O=C(CNC(=O)C1=NNC(=C1)C=1SC(=CC1)Cl)N1CCC(CC1)OC1=CC(=CC=C1)C(F)(F)F (5-(5-chloro-thiophen-2-yl)-1H-pyrazole-3-carboxylic acid {2-oxo-2-[4-(3-trifluoromethyl-phenoxy)-piperidin-1-yl]-ethyl}-amide). Isolated yield 64.7%. As a reaction SMILES: CCN(C(C)C)C(C)C.[Cl:10][C:11]1[S:15][C:14]([C:16]2[NH:20][N:19]=[C:18]([C:21]([OH:23])=O)[CH:17]=2)=[CH:13][CH:12]=1.C(C1SC(Cl)=CC=1)(=O)C.C1C=CC2N(O)N=NC=2C=1.CCN=C=NCCCN(C)C.Cl.Cl.[NH2:56][CH2:57][C:58]([N:60]1[CH2:65][CH2:64][CH:63]([O:66][C:67]2[CH:72]=[CH:71][CH:70]=[C:69]([C:73]([F:76])([F:75])[F:74])[CH:68]=2)[CH2:62][CH2:61]1)=[O:59]>CN(C=O)C.O>[O:59]=[C:58]([N:60]1[CH2:61][CH2:62][CH:63]([O:66][C:67]2[CH:72]=[CH:71][CH:70]=[C:69]([C:73]([F:76])([F:74])[F:75])[CH:68]=2)[CH2:64][CH2:65]1)[CH2:57][NH:56][C:21]([C:18]1[CH:17]=[C:16]([C:14]2[S:15][C:11]([Cl:10])=[CH:12][CH:13]=2)[NH:20][N:19]=1)=[O:23] |f:4.5,6.7|. Procedure: DIPEA (200 mg, 1.5 mmol) was added to a stirred solution of 5-(5-chloro-thiophen-2-yl)-1H-pyrazole-3-carboxylic acid (100 mg, 0.44 mmol) (prepared by the method used for the synthesis of Intermediate 29, starting from 2-acetyl-5-chlorothiophene) in DMF (2 mL) followed by HOBt (63 mg, 0.46 mmol) and EDCI.HCl (90 mg, 0.46 mmol). After 5 minutes 2-amino-1-[4-(3-trifluoromethyl-phenoxy)-piperidin-1-yl]-ethanone hydrochloride (140 mg, 0.44 mmol) (prepared according to Step 1 and 5 of the General Sche... Reactants: [Al], CC(C)(C)OO, CC(=O)OCC=C(C)CCC=C(C)C, Cc1ccccc1, ClCCl, O=[Mn]=O, O=C(O)c1ccccc1O. Product: CC(=O)OCC=C(C)CCC=C(C)C=O. Reaction SMILES: [Al:31].[C:15]([CH3:17])([CH3:18])([O:19][OH:16])[CH3:20].[C:1]([CH3:2])(=[O:3])[O:4][CH2:5][CH:6]=[C:7]([CH3:8])[CH2:9][CH2:10][CH:11]=[C:12]([CH3:13])[CH3:14].[CH3:32][c:33]1[cH:34][cH:35][cH:36][cH:37][cH:38]1.[Cl:39][CH2:40][Cl:41].[O:42]=[Mn:43]=[O:44].[OH:21][C:22]([c:23]1[c:24]([OH:25])[cH:26][cH:27][cH:28][cH:29]1)=[O:30]>>[C:1]([CH3:2])(=[O:3])[O:4][CH2:5][CH:6]=[C:7]([CH3:8])[CH2:9][CH2:10][CH:11]=[C:12]([CH:13]=[O:19])[CH3:14].